From a dataset of the Open Reaction Database (ORD), a public repository of structured organic reaction records. describe an organic reaction: reactants, conditions, products, and yield Reactants: CC(=O)Nc1nc(C)c(-c2cc(S(=O)(=O)NCC(O)CO)sc2Br)s1, [Li]CCCC, C1CCOC1. Product: CC(=O)Nc1nc(C)c(-c2csc(S(=O)(=O)NCC(O)CO)c2)s1. RXN SMILES: [Br:1][c:2]1[s:3][c:4]([S:17]([NH:18][CH2:19][CH:20]([CH2:21][OH:22])[OH:23])(=[O:24])=[O:25])[cH:5][c:6]1-[c:7]1[c:8]([CH3:16])[n:9][c:10]([NH:12][C:13]([CH3:14])=[O:15])[s:11]1.[CH2:26]([Li:27])[CH2:28][CH2:29][CH3:30].[CH2:31]1[O:32][CH2:33][CH2:34][CH2:35]1>>[cH:2]1[s:3][c:4]([S:17]([NH:18][CH2:19][CH:20]([CH2:21][OH:22])[OH:23])(=[O:24])=[O:25])[cH:5][c:6]1-[c:7]1[c:8]([CH3:16])[n:9][c:10]([NH:12][C:13]([CH3:14])=[O:15])[s:11]1. The product is ClC1=C(C=CC(=C1)Cl)C1(CC1)C(=O)N1CC2(CC1)OC(C=1C=NC=CC12)=O (1′-{[1-(2,4-Dichlorophenyl)cyclopropyl]carbonyl}-3H-spiro[furo[3,4-c]pyridine-1,3′-pyrrolidin]-3-one). The reactants are C1=CC(=CN=C1)C(=O)O (niacin), ClC1=C(C=CC(=C1)Cl)C1(CC1)C(=O)N1CC(CC1)=O (1-{[1-(2,4-dichlorophenyl)cyclopropyl]carbonyl}pyrrolidin-3-one), CC1(NC(CCC1)(C)C)C (2,2,6,6-tetramethyl-piperidine), C(CCC)[Li] (n-butyllithium), Cl (HCl). Reaction SMILES: CC1(C)CCCC(C)(C)N1.C([Li])CCC.[CH:16]1[CH:21]=[N:20][CH:19]=[C:18]([C:22]([OH:24])=[O:23])[CH:17]=1.[Cl:25][C:26]1[CH:31]=[C:30]([Cl:32])[CH:29]=[CH:28][C:27]=1[C:33]1([C:36]([N:38]2[CH2:42][CH2:41][C:40](=O)[CH2:39]2)=[O:37])[CH2:35][CH2:34]1.Cl>CCCCCC.C1COCC1>[Cl:25][C:26]1[CH:31]=[C:30]([Cl:32])[CH:29]=[CH:28][C:27]=1[C:33]1([C:36]([N:38]2[CH2:39][CH2:40][C:41]3([C:17]4[CH:16]=[CH:21][N:20]=[CH:19][C:18]=4[C:22](=[O:24])[O:23]3)[CH2:42]2)=[O:37])[CH2:35][CH2:34]1. Solvent: C1CCOC1 (THF), C1CCOC1 (THF), CCCCCC (hexane), O1CCCC1 (tetrahydrofuran). Reaction conditions: temperature -55 celsius, time 15 minute. Procedure details: To a solution of 2,2,6,6-tetramethyl-piperidine, (1.18 mL, 0.00700 mol) in tetrahydrofuran (30 mL, 0.4 mol) at −78° C. was added n-butyllithium in hexane (2.5 M, 3.7 mL). After stirring for 15 min., a suspension of niacin (0.287 g, 0.00233 mol) in THF was added and the mixture was stirred at −78° C. for 10 min. The reaction mixture was then warmed to −55° C. for 60 min. A solution of 1-{[1-(2,4-dichlorophenyl)cyclopropyl]carbonyl}pyrrolidin-3-one (580 mg, 0.0019 mol) in THF (2 mL) was added to t... The reactants are O=C([O-])[O-], COC(=O)c1cccc2c1c1ccccc1n2-c1ccc(C#N)c(Br)c1, CC(N)=O, CNC1CCCCC1NC, CCOC(C)=O, I[Cu]I, [K+], [K+], C1COCCO1. Product: COC(=O)c1cccc2c1c1ccccc1n2-c1ccc(C#N)c(NC(C)=O)c1. As a reaction SMILES: [C:41](=[O:42])([O-:43])[O-:44].[CH3:1][O:2][C:3](=[O:4])[c:5]1[cH:6][cH:7][cH:8][c:9]2[n:10](-[c:18]3[cH:19][c:20]([Br:26])[c:21]([C:24]#[N:25])[cH:22][cH:23]3)[c:11]3[cH:12][cH:13][cH:14][cH:15][c:16]3[c:17]12.[CH3:27][C:28]([NH2:29])=[O:30].[CH3:31][NH:32][CH:33]1[CH2:34][CH2:35][CH2:36][CH2:37][CH:38]1[NH:39][CH3:40].[CH3:56][CH2:57][O:58][C:59](=[O:60])[CH3:61].[Cu:53]([I:54])[I:55].[K+:45].[K+:46].[O:47]1[CH2:48][CH2:49][O:50][CH2:51][CH2:52]1>>[CH3:1][O:2][C:3](=[O:4])[c:5]1[cH:6][cH:7][cH:8][c:9]2[n:10](-[c:18]3[cH:19][c:20]([NH:29][C:28]([CH3:27])=[O:30])[c:21]([C:24]#[N:25])[cH:22][cH:23]3)[c:11]3[cH:12][cH:13][cH:14][cH:15][c:16]3[c:17]12.